The task is: describe an organic reaction: reactants, conditions, products, and yield. This data is from the Open Reaction Database (ORD), a public repository of structured organic reaction records. Reactants: O=C([O-])[O-], CN(C)C=O, CC(n1ncn(-c2ccc(OCC(F)(F)C(F)F)cc2)c1=O)C(O)(COS(C)(=O)=O)c1ccc(F)cc1F, [K+], [K+], c1nc[nH]n1. The product is CC(n1ncn(-c2ccc(OCC(F)(F)C(F)F)cc2)c1=O)C(O)(Cn1cncn1)c1ccc(F)cc1F. Reaction SMILES: [C:44](=[O:45])([O-:46])[O-:47].[CH3:50][N:51]([CH3:52])[CH:53]=[O:54].[F:1][c:2]1[c:3]([C:9]([CH:10]([CH3:11])[n:12]2[n:13][cH:14][n:15](-[c:18]3[cH:19][cH:20][c:21]([O:24][CH2:25][C:26]([CH:27]([F:28])[F:29])([F:30])[F:31])[cH:22][cH:23]3)[c:16]2=[O:17])([CH2:32][O:33][S:34]([CH3:35])(=[O:36])=[O:37])[OH:38])[cH:4][cH:5][c:6]([F:8])[cH:7]1.[K+:48].[K+:49].[nH:39]1[n:40][cH:41][n:42][cH:43]1>>[F:1][c:2]1[c:3]([C:9]([CH:10]([CH3:11])[n:12]2[n:13][cH:14][n:15](-[c:18]3[cH:19][cH:20][c:21]([O:24][CH2:25][C:26]([CH:27]([F:28])[F:29])([F:30])[F:31])[cH:22][cH:23]3)[c:16]2=[O:17])([CH2:32][n:39]2[n:40][cH:41][n:42][cH:43]2)[OH:38])[cH:4][cH:5][c:6]([F:8])[cH:7]1. Reactants: C(#N)C1=CC=C(C=C1)C1=CCN(CC1)C(=O)OC(C)(C)C (tert-butyl 4-(4-cyanophenyl)-5,6-dihydropyridine-1(2H)-carboxylate), C(#N)C1=CC=C(C=C1)C1=CCN(CC1)C(=O)OC(C)(C)C (tert-butyl 4-(4-cyanophenyl)-5,6-dihydropyridine-1(2H)-carboxylate). The solvent is C(C)(=O)OCC (ethyl acetate). Reaction conditions: time 8 hour. Yields the product C(#N)C1=CC=C(C=C1)C1CCN(CC1)C(=O)OC(C)(C)C (tert-Butyl 4-(4-cyanophenyl)piperidine-1-carboxylate). Yield: 39.7%. RXN SMILES: [C:1]([C:3]1[CH:8]=[CH:7][C:6]([C:9]2[CH2:14][CH2:13][N:12]([C:15]([O:17][C:18]([CH3:21])([CH3:20])[CH3:19])=[O:16])[CH2:11][CH:10]=2)=[CH:5][CH:4]=1)#[N:2]>C(OCC)(=O)C>[C:1]([C:3]1[CH:4]=[CH:5][C:6]([CH:9]2[CH2:10][CH2:11][N:12]([C:15]([O:17][C:18]([CH3:21])([CH3:20])[CH3:19])=[O:16])[CH2:13][CH2:14]2)=[CH:7][CH:8]=1)#[N:2]. Reported procedure: Around-bottom flask, containing a solution of tert-butyl 4-(4-cyanophenyl)-5,6-dihydropyridine-1(2H)-carboxylate (compound 1.3, 500 mg, 1.76 mmol, 1.00 equiv) in ethyl acetate (20 mL) was purged with nitrogen gas. To the solution was then added palladium on carbon (0.1 g, 10%, 60% water) and the flask was then further purged with nitrogen. The atmosphere was then changed to hydrogen and the mixture was stirred overnight at room temperature. After purging the system with nitrogen, the solids were...